Dataset: the Open Reaction Database (ORD), a public repository of structured organic reaction records. Task: describe an organic reaction: reactants, conditions, products, and yield Reactants: CO, CCOC(=O)Cc1cccc(Cc2nc3c(Cl)c(Cl)ccc3s2)c1. The product is O=C(O)Cc1cccc(Cc2nc3c(Cl)c(Cl)ccc3s2)c1. As a reaction SMILES: [CH3:25][OH:26].[Cl:1][c:2]1[c:3]([Cl:24])[cH:4][cH:5][c:6]2[c:7]1[n:8][c:9]([CH2:11][c:12]1[cH:13][c:14]([CH2:18][C:19](=[O:20])[O:21][CH2:22][CH3:23])[cH:15][cH:16][cH:17]1)[s:10]2>>[Cl:1][c:2]1[c:3]([Cl:24])[cH:4][cH:5][c:6]2[c:7]1[n:8][c:9]([CH2:11][c:12]1[cH:13][c:14]([CH2:18][C:19](=[O:20])[OH:21])[cH:15][cH:16][cH:17]1)[s:10]2. The product is ClC=1C(=NC(=NC1)NC1=CC2=C(CCN(CC2)CCOC)C=C1)NC1=C(C(=O)NCC2CC2)C=CC=C1 (2-{5-Chloro-2-[3-(2-methoxy-ethyl)-2,3,4,5-tetrahydro-1H-benzo[d]azepin-7-ylamino]-pyrimidin-4-ylamino}-N-cyclopropylmethyl-benzamide), solid. Reaction SMILES: C(O[C:4](=[O:35])[C:5]1[CH:10]=[CH:9][CH:8]=[CH:7][C:6]=1[NH:11][C:12]1[C:17]([Cl:18])=[CH:16][N:15]=[C:14]([NH:19][C:20]2[CH:34]=[CH:33][C:23]3[CH2:24][CH2:25][N:26]([CH2:29][CH2:30][O:31][CH3:32])[CH2:27][CH2:28][C:22]=3[CH:21]=2)[N:13]=1)C.[CH:36]1([CH2:39][NH2:40])[CH2:38][CH2:37]1>>[Cl:18][C:17]1[C:12]([NH:11][C:6]2[CH:7]=[CH:8][CH:9]=[CH:10][C:5]=2[C:4]([NH:40][CH2:39][CH:36]2[CH2:38][CH2:37]2)=[O:35])=[N:13][C:14]([NH:19][C:20]2[CH:34]=[CH:33][C:23]3[CH2:24][CH2:25][N:26]([CH2:29][CH2:30][O:31][CH3:32])[CH2:27][CH2:28][C:22]=3[CH:21]=2)=[N:15][CH:16]=1. The yield is 47.0%. Starting materials: C(C)OC(C1=C(C=CC=C1)NC1=NC(=NC=C1Cl)NC1=CC2=C(CCN(CC2)CCOC)C=C1)=O (2-{5-chloro-2-[3-(2-methoxy-ethyl)-2,3,4,5-tetrahydro-1H-benzo[d]azepin-7-ylamino]-pyrimidin-4-ylamino}-benzoic acid ethyl ester), C1(CC1)CN (cyclopropylmethylamine). Reported procedure: 2-{5-Chloro-2-[3-(2-methoxy-ethyl)-2,3,4,5-tetrahydro-1H-benzo[d]azepin-7-ylamino]-pyrimidin-4-ylamino}-N-cyclopropylmethyl-benzamide was prepared from 2-{5-chloro-2-[3-(2-methoxy-ethyl)-2,3,4,5-tetrahydro-1H-benzo[d]azepin-7-ylamino]-pyrimidin-4-ylamino}-benzoic acid ethyl ester and cyclopropylmethylamine in an analogous manner to Example 1396. Product isolated as a tan solid (30 mg, 47%). m.p.=173-175° C.; LCMS (m/e) 521 (M+H); 1H-NMR (CDCl3, 400 MHz) δ 11.02 (s, 1H), 8.66 (d, 1H, J=8.4 Hz), 8... Starting materials: CC(C)CCBr, O=C([O-])[O-], COCCOC, Cl, N#CC(C#N)CC(F)(F)C(F)(F)C(F)(F)C(F)F, [K+], [K+]. Yields the product CC(C)CCC(C#N)(C#N)CC(F)(F)C(F)(F)C(F)(F)C(F)F. As a reaction SMILES: [Br:19][CH2:20][CH2:21][CH:22]([CH3:23])[CH3:24].[C:25](=[O:26])([O-:27])[O-:28].[CH3:32][O:33][CH2:34][CH2:35][O:36][CH3:37].[ClH:31].[F:1][C:2]([CH2:3][CH:4]([C:5]#[N:6])[C:7]#[N:8])([C:9]([C:10]([CH:11]([F:12])[F:13])([F:14])[F:15])([F:16])[F:17])[F:18].[K+:29].[K+:30]>>[F:1][C:2]([CH2:3][C:4]([C:5]#[N:6])([C:7]#[N:8])[CH2:20][CH2:21][CH:22]([CH3:23])[CH3:24])([C:9]([C:10]([CH:11]([F:12])[F:13])([F:14])[F:15])([F:16])[F:17])[F:18]. Starting materials: BrN1C(CCC1=O)=O (N-Bromo-succinimide), C(C)(C)OC(=O)N1CCC(CC1)C1OC2=C(C1)C=CC=C2 (4-(2,3-dihydro-benzofuran-2-yl)-piperidine-1-carboxylic acid isopropyl ester), C(C)(=O)OCC (ethyl acetate), O (water). The solvent is CN(C=O)C (N,N-dimethylformamide). Reaction conditions: temperature 50 celsius, time 4 hour. Product: C(C)(C)OC(=O)N1CCC(CC1)C1OC2=C(C1)C=C(C=C2)Br (4-(5-Bromo-2,3-dihydro-benzofuran-2-yl)-piperidine-1-carboxylic acid isopropyl ester). As a reaction SMILES: [Br:1]N1C(=O)CCC1=O.[CH:9]([O:12][C:13]([N:15]1[CH2:20][CH2:19][CH:18]([CH:21]2[CH2:25][C:24]3[CH:26]=[CH:27][CH:28]=[CH:29][C:23]=3[O:22]2)[CH2:17][CH2:16]1)=[O:14])([CH3:11])[CH3:10].C(OCC)(=O)C.O>CN(C)C=O>[CH:9]([O:12][C:13]([N:15]1[CH2:20][CH2:19][CH:18]([CH:21]2[CH2:25][C:24]3[CH:26]=[C:27]([Br:1])[CH:28]=[CH:29][C:23]=3[O:22]2)[CH2:17][CH2:16]1)=[O:14])([CH3:11])[CH3:10]. Procedure: N-Bromo-succinimide (510 mg) is added to (4-(2,3-dihydro-benzofuran-2-yl)-piperidine-1-carboxylic acid isopropyl ester (830 mg) in N,N-dimethylformamide (20 mL). The mixture is heated to 50° C. and stirred at this temperature for 4 h. After cooling to room temperature over night, ethyl acetate and water are added and the mixture is extracted with ethyl acetate. The organic phase is washed with sodium thiosulfate solution and water and dried (Na2SO4). The solvent is evaporated and the residue is ... Reactants: [Cl-].[NH4+] (ammonium chloride), FC(C(=O)N1CCOCC1)(F)F (4-(Trifluoroacetyl)morpholine), ClC1=CC=CC(=N1)NC(OC(C)(C)C)=O (tert-Butyl (6-chloropyridin-2-yl)carbamate), C(CCC)[Li] (butyllithium). The solvent is C(C)(=O)OCC (ethyl acetate), C1CCOC1 (THF), C1CCOC1 (THF). Run at temperature -50 celsius, time 2 hour. The product is ClC1=CC=C(C(=N1)NC(OC(C)(C)C)=O)C(C(F)(F)F)=O (tert-Butyl (6-chloro-3-(trifluoroacetyl)pyridin-2-yl)carbamate). Reaction SMILES: [Cl:1][C:2]1[N:7]=[C:6]([NH:8][C:9](=[O:15])[O:10][C:11]([CH3:14])([CH3:13])[CH3:12])[CH:5]=[CH:4][CH:3]=1.C([Li])CCC.[F:21][C:22]([F:32])([F:31])[C:23](N1CCOCC1)=[O:24].[Cl-].[NH4+]>C1COCC1.C(OCC)(=O)C>[Cl:1][C:2]1[N:7]=[C:6]([NH:8][C:9](=[O:15])[O:10][C:11]([CH3:12])([CH3:14])[CH3:13])[C:5]([C:23](=[O:24])[C:22]([F:32])([F:31])[F:21])=[CH:4][CH:3]=1 |f:3.4|. Reported procedure: 8 g (35 mmol) of tert-butyl (6-chloropyridin-2-yl)carbamate (Example 1A) were initially charged in 100 ml of THF and cooled to −50° C. 55 ml (87 mmol) of butyllithium (1.6 N) were added dropwise. After the dropwise addition had ended, the reaction was warmed gradually to −10° C. and stirred at 0° C. for 2 h. Subsequently, the mixture was cooled again to −40° C., and 12.8 g (70 mmol) of 4-(trifluoroacetyl)morpholine (Example 6A), dissolved in 4 ml of THF, were added. The reaction solution was sti... Starting materials: ClC1=C(C(=CC=C1)Cl)C1=CC2=C(N=C(N=C2)S(=O)(=O)C)N(C1=O)C (6-(2,6-Dichlorophenyl)-2-methanesulfonyl-8-methyl-8H-pyrido[2,3-d]pyrimidin-7-one), CC1=CC=C(N)C=C1 (4-methylaniline). Run at temperature 180 celsius. Product: ClC1=C(C(=CC=C1)Cl)C1=CC=2C(=NCN(C2)NC2=CC=C(C=C2)C)N(C1=O)C (6-(2,6-Dichlorophenyl)-8-methyl-3-p-tolylamino-8H-pyrido[2,3-d]pyrimidin-7-one). Reaction SMILES: [Cl:1][C:2]1[CH:7]=[CH:6][CH:5]=[C:4]([Cl:8])[C:3]=1[C:9]1[C:22](=[O:23])[N:21]([CH3:24])[C:12]2[N:13]=[C:14](S(C)(=O)=O)[N:15]=[CH:16][C:11]=2[CH:10]=1.[CH3:25][C:26]1[CH:32]=[CH:31][C:29]([NH2:30])=[CH:28][CH:27]=1>>[Cl:1][C:2]1[CH:7]=[CH:6][CH:5]=[C:4]([Cl:8])[C:3]=1[C:9]1[C:22](=[O:23])[N:21]([CH3:24])[C:12]2=[N:13][CH2:14][N:15]([NH:30][C:29]3[CH:31]=[CH:32][C:26]([CH3:25])=[CH:27][CH:28]=3)[CH:16]=[C:11]2[CH:10]=1. Reported procedure: A mixture of 0.113 g (0.29 mmol) of 6-(2,6-dichlorophenyl)-2-methanesulfonyl-8-methyl-8H-pyrido[2,3-d]pyrimidin-7-one of Example 39 and 0.50 g (4.70 mmol) of 4-methylaniline was heated, with stirring, in a 180° C. oil bath. The resulting solution was heated for 10 minutes. Much of the excess 4-methylaniline was evaporated at reduced pressure. The remainder was dissolved in 1 mL of ethyl acetate. The crystals that separated from the dark solution were filtered and washed with 2 mL of ethyl acetat... The reactants are C(=O)(O)[O-].[Na+] (NaHCO3), N[C@H](C(=O)N1CCN(CC1)C(C1=CC=C(C=C1)F)C1=CC=C(C=C1)F)CC1=CC=CC=C1 ((S)-2-Amino-1-(4-[bis-(4-fluoro-phenyl)-methyl]-piperazin-1-yl}-3-phenyl-propan-1-one), C1(CCCCC1)=O (cyclohexanone), C(C)(=O)O[BH-](OC(C)=O)OC(C)=O.[Na+] (sodium triacetoxyborohydride). The solvent is C(Cl)Cl (CH2Cl2). Conditions: time 30 minute. Product: FC1=CC=C(C=C1)C(N1CCN(CC1)C([C@H](CC1=CC=CC=C1)NC1CCCCC1)=O)C1=CC=C(C=C1)F ((S)-1-{4-[Bis-(4-fluoro-phenyl)-methyl]-piperazin-1-yl}-2-cyclohexylamino-3-phenyl-propan-1-one). Yield: 74.6%. RXN SMILES: [NH2:1][C@@H:2]([CH2:26][C:27]1[CH:32]=[CH:31][CH:30]=[CH:29][CH:28]=1)[C:3]([N:5]1[CH2:10][CH2:9][N:8]([CH:11]([C:19]2[CH:24]=[CH:23][C:22]([F:25])=[CH:21][CH:20]=2)[C:12]2[CH:17]=[CH:16][C:15]([F:18])=[CH:14][CH:13]=2)[CH2:7][CH2:6]1)=[O:4].[C:33]1(=O)[CH2:38][CH2:37][CH2:36][CH2:35][CH2:34]1.C(O[BH-](OC(=O)C)OC(=O)C)(=O)C.[Na+].C([O-])(O)=O.[Na+]>C(Cl)Cl>[F:18][C:15]1[CH:14]=[CH:13][C:12]([CH:11]([C:19]2[CH:24]=[CH:23][C:22]([F:25])=[CH:21][CH:20]=2)[N:8]2[CH2:7][CH2:6][N:5]([C:3](=[O:4])[C@@H:2]([NH:1][CH:33]3[CH2:38][CH2:37][CH2:36][CH2:35][CH2:34]3)[CH2:26][C:27]3[CH:32]=[CH:31][CH:30]=[CH:29][CH:28]=3)[CH2:10][CH2:9]2)=[CH:17][CH:16]=1 |f:2.3,4.5|. Procedure: (S)-2-Amino-1-{4-[bis-(4-fluoro-phenyl)-methyl]-piperazin-1-yl}-3-phenyl-propan-1-one (0.500 g, 1.15 mmol, Example 52) and cyclohexanone (0.119 mL, 1.15 mmol, Aldrich, Milwaukee, Wis.) were mixed in CH2Cl2 (6 mL). After stirring at ambient temperature under nitrogen atmosphere for 30 minutes, the solution was cooled to 0° C. in an ice-water bath. To this solution was added sodium triacetoxyborohydride (0.365 g, 1.72 mmol). The resulting reaction mixture was stirred for, in succession, 30 minutes...